From a dataset of the Open Reaction Database (ORD), a public repository of structured organic reaction records. describe an organic reaction: reactants, conditions, products, and yield The reactants are C=CCC(NC)C1(CC=C)C(=O)Nc2ccccc21, C=CCBr, CC[O-], CCOC(C)=O, [H-], O=C1Cc2ccccc2N1, [Na+], [Na+], CN(C)C=O. Yields the product C=CCC1C(=O)Nc2ccccc21. Reaction SMILES: [CH2:1]([CH:2]=[CH2:3])[C:4]1([CH:14]([CH2:15][CH:16]=[CH2:17])[NH:18][CH3:19])[C:5](=[O:13])[NH:6][c:7]2[cH:8][cH:9][cH:10][cH:11][c:12]21.[CH2:36]([Br:37])[CH:38]=[CH2:39].[CH3:31][CH2:32][O-:33].[CH3:45][CH2:46][O:47][C:48](=[O:49])[CH3:50].[H-:34].[NH:20]1[c:21]2[c:22]([cH:23][cH:24][cH:25][cH:26]2)[CH2:27][C:28]1=[O:29].[Na+:30].[Na+:35].[O:40]=[CH:41][N:42]([CH3:43])[CH3:44]>>[CH2:1]([CH:2]=[CH2:3])[CH:4]1[C:5](=[O:13])[NH:6][c:7]2[cH:8][cH:9][cH:10][cH:11][c:12]21. The reactants are NC1=CC=C(C=C1)C=1C(CC(NN1)=O)C (6-(p-aminophenyl)-4,5-dihydro-5-methyl-3(2H)-pyridazinone), ClC(=O)OC1=CC=C(C=C1)[N+](=O)[O-] (p-nitrophenyl chloroformate). The solvent is O1CCCC1 (tetrahydrofuran). Run at temperature 60 celsius. Yields the product CC1CC(NN=C1C1=CC=C(C=C1)NC(=O)OC1=CC=C(C=C1)[N+](=O)[O-])=O (4,5-dihydro-5-methyl-6-[p-(p-nitrophenoxycarbonylamino)-phenyl]-3(2H)-pyridazinone). Isolated yield 71.7%. As a reaction SMILES: [NH2:1][C:2]1[CH:7]=[CH:6][C:5]([C:8]2[CH:9]([CH3:15])[CH2:10][C:11](=[O:14])[NH:12][N:13]=2)=[CH:4][CH:3]=1.Cl[C:17]([O:19][C:20]1[CH:25]=[CH:24][C:23]([N+:26]([O-:28])=[O:27])=[CH:22][CH:21]=1)=[O:18]>O1CCCC1>[CH3:15][CH:9]1[C:8]([C:5]2[CH:6]=[CH:7][C:2]([NH:1][C:17]([O:19][C:20]3[CH:21]=[CH:22][C:23]([N+:26]([O-:28])=[O:27])=[CH:24][CH:25]=3)=[O:18])=[CH:3][CH:4]=2)=[N:13][NH:12][C:11](=[O:14])[CH2:10]1. Procedure: 5.0 g (24.6 millimoles) of 6-(p-aminophenyl)-4,5-dihydro-5-methyl-3(2H)-pyridazinone are dissolved in 150 ml of absolute tetrahydrofuran by heating to 60° C., with stirring. The solution is allowed to cool to room temperature, 5.0 g (24.8 millimoles) of p-nitrophenyl chloroformate are added and the mixture is stirred first for 20 hours at room temperature and then for 5 hours under reflux. It is then concentrated to about 70 ml, 100 ml of water are added and the product is filtered off and recry... The reactants are FC1=CN=CC=2C=CC=C(C12)S(=O)(=O)Cl (4-fluoro-5-isoquinolinesulfonyl chloride), C(C)(C)(C)OC(=O)N(C)[C@H]1CN(CC1)S(=O)(=O)C=1C=2C(=CN=CC2C=CC1)F ((R)-3-[N-(tert-Butoxycarbonyl)-N-methylamino]-1-(4-fluoro-5-isoquinolinesulfonyl)pyrrolidine), C(C)(C)(C)OC(=O)N(C)[C@H]1CN(CC1)S(=O)(=O)C=1C=2C(=CN=CC2C=CC1)F ((R)-3-[N-(tert-Butoxycarbonyl)-N-methylamino]-1-(4-fluoro-5-isoquinolinesulfonyl)pyrrolidine), C(C)(C)(C)OC(=O)N(C)[C@H]1CNCC1 ((R)-3-[N-(tert-butoxycarbonyl)-N-methyl-amino]pyrrolidine), C(C)(C)(C)OC(=O)N(C)[C@@H]1CNCC1 ((S)-3-[N-(tert-butoxycarbonyl)-N-methyl-amino]pyrrolidine), BrC1=CN=CC=2C=CC=C(C12)S(=O)(=O)Cl (4-bromo-5-isoquinolinesulfonyl chloride). Product: FC1=CN=CC=2C=CC=C(C12)S(=O)(=O)N1C[C@@H](CC1)NC ((R)-1-(4-Fluoro-5-isoquinolinesulfonyl)-3-(methylamino)pyrrolidine), Cl (hydrochloride). RXN SMILES: C(O[C:6]([N:8]([C@@H:10]1[CH2:14][CH2:13][N:12]([S:15]([C:18]2[C:19]3[C:20]([F:28])=[CH:21][N:22]=[CH:23][C:24]=3[CH:25]=[CH:26][CH:27]=2)(=[O:17])=[O:16])[CH2:11]1)C)=O)(C)(C)C.FC1C2C(S([Cl:43])(=O)=O)=CC=CC=2C=NC=1.C(OC(N([C@@H]1CCNC1)C)=O)(C)(C)C.BrC1C2C(S(Cl)(=O)=O)=CC=CC=2C=NC=1.C(OC(N([C@H]1CCNC1)C)=O)(C)(C)C>>[F:28][C:20]1[C:19]2[C:18]([S:15]([N:12]3[CH2:13][CH2:14][C@@H:10]([NH:8][CH3:6])[CH2:11]3)(=[O:16])=[O:17])=[CH:27][CH:26]=[CH:25][C:24]=2[CH:23]=[N:22][CH:21]=1.[ClH:43]. Procedure details: (R)-3-[N-(tert-Butoxycarbonyl)-N-methylamino]-1-(4-fluoro-5-isoquinolinesulfonyl)pyrrolidine (Intermediate 22b) can be prepared by using 4-fluoro-5-isoquinolinesulfonyl chloride and (R)-3-[N-(tert-butoxycarbonyl)-N-methyl-amino]pyrrolidine in the method of Example 1-3, Step A instead of 4-bromo-5-isoquinolinesulfonyl chloride and (S)-3-[N-(tert-butoxycarbonyl)-N-methyl-amino]pyrrolidine, respectively, and then used in the method of Example 1-3, Step B in a similar manner to obtain the title comp... Starting materials: CS(=O)(=O)NN (CH3SO2NHNH2), CCN(C(C)C)C(C)C (i-Pr2NEt), COC(C1=C(C=C(C(=C1)C=1N(C=CC1)C)C(F)(F)F)NC(=O)OC1=CC=C(C=C1)Cl)=O (2-(4-chloro-phenoxycarbonylamino)-5-(1-methyl-1H-pyrrol-2-yl)-4-trifluoromethyl-benzoic acid methyl ester), CS(=O)(=O)NN (CH3SO2NHNH2), CCN(C(C)C)C(C)C (i-Pr2NEt). The solvent is O1CCOCC1 (dioxane). Run at temperature 95 celsius, time 2 hour. Yields the product CN1C(=CC=C1)C=1C=C2C(N(C(NC2=CC1C(F)(F)F)=O)NS(=O)(=O)C)=O (N-[6-(1-methyl-1H-pyrrol-2-yl)-2,4-dioxo-7-trifluoromethyl-1,4-dihydro-2H-quinazolin-3-yl]-methanesulfonamide). The yield is 80.2%. Reaction SMILES: [CH3:1][S:2]([NH:5][NH2:6])(=[O:4])=[O:3].CCN(C(C)C)C(C)C.C[O:17][C:18](=O)[C:19]1[CH:24]=[C:23]([C:25]2[N:26]([CH3:30])[CH:27]=[CH:28][CH:29]=2)[C:22]([C:31]([F:34])([F:33])[F:32])=[CH:21][C:20]=1[NH:35][C:36](OC1C=CC(Cl)=CC=1)=[O:37]>O1CCOCC1>[CH3:30][N:26]1[CH:27]=[CH:28][CH:29]=[C:25]1[C:23]1[CH:24]=[C:19]2[C:20](=[CH:21][C:22]=1[C:31]([F:32])([F:33])[F:34])[NH:35][C:36](=[O:37])[N:6]([NH:5][S:2]([CH3:1])(=[O:4])=[O:3])[C:18]2=[O:17]. Procedure: CH3SO2NHNH2 (25.5 mg, 1.5 equiv) and i-Pr2NEt (26.5 μL, 1 equiv) were added to a solution of 2-(4-chloro-phenoxycarbonylamino)-5-(1-methyl-1H-pyrrol-2-yl)-4-trifluoromethyl-benzoic acid methyl ester (70 mg, 0.155 mmol) in dioxane (2 mL). The mixture was stirred for 2 h (TLC control) at 95° C. CH3SO2NHNH2 (25.5 mg, 1.5 equiv) and i-Pr2NEt (26.5 μL, 1 equiv) were then added. The mixture was stirred for 48 h at 95° C. The mixture was evaporated to dryness. The crude product was purified by column c...